From a dataset of the Open Reaction Database (ORD), a public repository of structured organic reaction records. describe an organic reaction: reactants, conditions, products, and yield Starting materials: II (iodine), C1(=CC=CC=C1)P(C1=CC=CC=C1)C1=CC=CC=C1 (triphenylphoshine), N1C=NC=C1 (imidazole), Cl (HCl), C(=O)(OC(C)(C)C)OC(=O)OC(C)(C)C (di-tert-butyl dicarbonate), N1CCCC1 (pyrrolidine), C(=O)([O-])[O-].[K+].[K+] (K2CO3), [OH-].[Na+] (NaOH), N#N (N2), NCCOCCO (2-(2-aminoethoxy)ethanol). Run in C(Cl)Cl (CH2Cl2), CC(OCC)=O.CC(=O)C.CO (EA acetone MeOH), C(Cl)Cl (CH2Cl2), C1CCOC1 (THF), C1CCOC1 (THF). Conditions: temperature 0 celsius, time 10 minute. The product is Cl.N1(CCCC1)CCOCCN (2-(2-(Pyrrolidin-1-yl)ethoxy)ethanamine hydrochloride). RXN SMILES: N#N.[NH2:3][CH2:4][CH2:5][O:6][CH2:7][CH2:8]O.[OH-].[Na+].C(OC(OC(C)(C)C)=O)(OC(C)(C)C)=O.C1(P(C2C=CC=CC=2)C2C=CC=CC=2)C=CC=CC=1.N1C=CN=C1.II.[NH:53]1[CH2:57][CH2:56][CH2:55][CH2:54]1.C([O-])([O-])=O.[K+].[K+].[ClH:64]>C1COCC1.C(Cl)Cl.CC(=O)OCC.CC(C)=O.CO>[ClH:64].[N:53]1([CH2:8][CH2:7][O:6][CH2:5][CH2:4][NH2:3])[CH2:57][CH2:56][CH2:55][CH2:54]1 |f:2.3,9.10.11,15.16.17,18.19|. Procedure details: In a flame dried round-bottomed flask equipped with a magnetic stir bar and under inert atmosphere (N2), to a solution of 2-(2-aminoethoxy)ethanol (536 mg, 5.00 mmol) in THF (3 mL) was added aq. 2M NaOH (2.6 mL, 5.20 mmol) at 0° C. The reaction mixture was stirred at 0° C. for 10 min and a solution of di-tert-butyl dicarbonate (1.16 g, 5.20 mmol) in THF (3 mL) was then added dropwise. The reaction mixture was warmed to rt and stirred at this temperature until completion of the reaction. The mixt... Reactants: CC(C(=O)NC(C(=O)N1CCC2NCC(COc3ccc(F)c(F)c3)C21)C(C)(C)C)N(C)C(=O)OC(C)(C)C, CN(C)C(=O)Cl, ClCCl. Yields the product CC(C(=O)NC(C(=O)N1CCC2C1C(COc1ccc(F)c(F)c1)CN2C(=O)N(C)C)C(C)(C)C)N(C)C(=O)OC(C)(C)C. Reaction SMILES: [C:1]([CH3:2])([CH3:3])([CH3:4])[O:5][C:6]([N:7]([CH3:8])[CH:9]([CH3:10])[C:11]([NH:12][CH:13]([C:14]([CH3:15])([CH3:16])[CH3:17])[C:18](=[O:19])[N:20]1[CH:21]2[CH:22]([CH2:23][CH2:24]1)[NH:25][CH2:26][CH:27]2[CH2:28][O:29][c:30]1[cH:31][c:32]([F:37])[c:33]([F:36])[cH:34][cH:35]1)=[O:38])=[O:39].[CH3:40][N:41]([C:42](=[O:43])[Cl:44])[CH3:45].[Cl:46][CH2:47][Cl:48]>>[C:1]([CH3:2])([CH3:3])([CH3:4])[O:5][C:6]([N:7]([CH3:8])[CH:9]([CH3:10])[C:11]([NH:12][CH:13]([C:14]([CH3:15])([CH3:16])[CH3:17])[C:18](=[O:19])[N:20]1[CH:21]2[CH:22]([CH2:23][CH2:24]1)[N:25]([C:42]([N:41]([CH3:40])[CH3:45])=[O:43])[CH2:26][CH:27]2[CH2:28][O:29][c:30]1[cH:31][c:32]([F:37])[c:33]([F:36])[cH:34][cH:35]1)=[O:38])=[O:39]. The reactants are S1C(=NC=C1)C(=O)C1=CC=C(C=C1)SC1=CC(=CC(=C1)F)C1(CCOCC1)OC (4-[5-fluoro-3-(4-methoxytetrahydropyran-4-yl)phenylthio]phenyl 2-thiazolyl ketone), Cl.NO (hydroxylamine hydrochloride). Product: S1C(=NC=C1)C(C1=CC=C(C=C1)SC1=CC(=CC(=C1)F)C1(CCOCC1)OC)=NO (4-[5-fluoro-3-(4-methoxytetrahydropyran-4-yl)phenylthio]phenyl 2-thiazolyl ketone oxime). Isolated yield 40.0%. As a reaction SMILES: [S:1]1[CH:5]=[CH:4][N:3]=[C:2]1[C:6]([C:8]1[CH:13]=[CH:12][C:11]([S:14][C:15]2[CH:20]=[C:19]([F:21])[CH:18]=[C:17]([C:22]3([O:28][CH3:29])[CH2:27][CH2:26][O:25][CH2:24][CH2:23]3)[CH:16]=2)=[CH:10][CH:9]=1)=O.Cl.[NH2:31][OH:32]>>[S:1]1[CH:5]=[CH:4][N:3]=[C:2]1[C:6](=[N:31][OH:32])[C:8]1[CH:13]=[CH:12][C:11]([S:14][C:15]2[CH:20]=[C:19]([F:21])[CH:18]=[C:17]([C:22]3([O:28][CH3:29])[CH2:23][CH2:24][O:25][CH2:26][CH2:27]3)[CH:16]=2)=[CH:10][CH:9]=1 |f:1.2|. Procedure: Using an analogous procedure to that described in Example 12, 4-[5-fluoro-3-(4-methoxytetrahydropyran-4-yl)phenylthio]phenyl 2-thiazolyl ketone was reacted with hydroxylamine hydrochloride to give in turn the geometric isomers of 4-[5-fluoro-3-(4-methoxytetrahydropyran-4-yl)phenylthio]phenyl 2-thiazolyl ketone oxime: The reactants are O=C([O-])[O-], Cn1ncc(Cl)cc1=O, [Cs+], [Cs+], Cc1ncc(I)[nH]1, CN(C)C=O. Yields the product Cc1nc(I)cn1-c1cnn(C)c(=O)c1. RXN SMILES: [C:17](=[O:18])([O-:19])[O-:20].[Cl:1][c:2]1[cH:3][c:4](=[O:9])[n:5]([CH3:8])[n:6][cH:7]1.[Cs+:21].[Cs+:22].[I:10][c:11]1[cH:12][n:13][c:14]([CH3:16])[nH:15]1.[O:23]=[CH:24][N:25]([CH3:26])[CH3:27]>>[c:2]1(-[n:13]2[cH:12][c:11]([I:10])[n:15][c:14]2[CH3:16])[cH:3][c:4](=[O:9])[n:5]([CH3:8])[n:6][cH:7]1. Reactants: CCOC(=O)C (EtOAc), ClC=1C=C(N)C=CC1 (3-chloroaniline), C(C)(C)(C)OC(=O)NC(C=O)CC#CC ((±)-2-(tert-butoxycarbonylamino)-4-hexynal), C(C)(=O)O[BH-](OC(C)=O)OC(C)=O.[Na+] (sodium triacetoxyborohydride). Run in ClC(C)Cl (dichloroethane). Run at time 1 hour. Product: C(C)(C)(C)OC(=O)NC(CNC1=CC(=CC=C1)Cl)CC#CC ((±)-2-(tert-butoxycarbonylamino)-N-(3-chlorophenyl)-4-hexynamine). RXN SMILES: [Cl:1][C:2]1[CH:3]=[C:4]([CH:6]=[CH:7][CH:8]=1)[NH2:5].[C:9]([O:13][C:14]([NH:16][CH:17]([CH2:20][C:21]#[C:22][CH3:23])[CH:18]=O)=[O:15])([CH3:12])([CH3:11])[CH3:10].C(O[BH-](OC(=O)C)OC(=O)C)(=O)C.[Na+].CCOC(C)=O>ClC(Cl)C>[C:9]([O:13][C:14]([NH:16][CH:17]([CH2:20][C:21]#[C:22][CH3:23])[CH2:18][NH:5][C:4]1[CH:6]=[CH:7][CH:8]=[C:2]([Cl:1])[CH:3]=1)=[O:15])([CH3:12])([CH3:11])[CH3:10] |f:2.3|. Reported procedure: To a 0° C. solution of 3-chloroaniline (4.33 mL, 40.9 mmol), the product from Step K (ca. 41 mmol), and crushed 4 Å molecular sieves (10 g) in dichloroethane (100 mL) under nitrogen was added sodium triacetoxyborohydride (12.9 g, 61.5 mmol). The reaction was stirred for one hour, then warmed to room temperature. After 3 hours, the solution was poured into EtOAc and washed with water, sat. NaHCO3 soln. and brine. The solution was dried over sodium sulfate and concentrated in vacuo to provide the ...